From a dataset of the Open Reaction Database (ORD), a public repository of structured organic reaction records. describe an organic reaction: reactants, conditions, products, and yield Starting materials: FC=1C=C(C=CC1)N1N=C(N=C1)C(=O)O (1-(3-fluoro-phenyl)-1H-[1,2,4]-triazole-3-carboxylic acid), ClC(C(C)C)N(C)C (1-chloro-N,N,2-trimethylpropylamine), C(C)(C)(C)OC(=O)N1CC(NCC1)(C)C (3,3-dimethyl-piperazine-1-carboxylic acid tert-butyl ester), TEA. Run in C1CCOC1 (THF). Reaction conditions: time 30 minute. Product: CC1(N(CCNC1)C(=O)C1=NN(C=N1)C1=CC(=CC=C1)F)C ((2,2-Dimethyl-piperazin-1yl)-[1-(3-fluoro-phenyl)-1H-[1,2,4]triazol-3yl]-methanone). Reaction SMILES: [F:1][C:2]1[CH:3]=[C:4]([N:8]2[CH:12]=[N:11][C:10]([C:13]([OH:15])=O)=[N:9]2)[CH:5]=[CH:6][CH:7]=1.ClC(N(C)C)C(C)C.C(OC([N:31]1[CH2:36][CH2:35][NH:34][C:33]([CH3:38])([CH3:37])[CH2:32]1)=O)(C)(C)C>C1COCC1>[CH3:37][C:33]1([CH3:38])[CH2:32][NH:31][CH2:36][CH2:35][N:34]1[C:13]([C:10]1[N:11]=[CH:12][N:8]([C:4]2[CH:5]=[CH:6][CH:7]=[C:2]([F:1])[CH:3]=2)[N:9]=1)=[O:15]. Procedure: A mixture of 460 mg (2.22 mmol) 1-(3-fluoro-phenyl)-1H-[1,2,4]-triazole-3-carboxylic acid and 330 μL (2.49 mmol) 1-chloro-N,N,2-trimethylpropylamine in 10 mL THF was stirred at RT for 30 min, 500 mg (2.22 mmol) 3,3-dimethyl-piperazine-1-carboxylic acid tert-butyl ester and 620 μL (4.45 mmol) TEA were added and the mixture was stirred at RT for 1 h. The solvent was removed by distillation and the residue was purified by HPLC.